Task: describe an organic reaction: reactants, conditions, products, and yield. Dataset: the Open Reaction Database (ORD), a public repository of structured organic reaction records The reactants are N1(C=NC=C1)C/C=C/C=1C=CC(=C(C(=O)OC2=C(C(=C(C(=C2F)F)F)F)F)C1)CCC1=CC=C(C=C1)F (pentafluorophenyl 5-[(E)-3-(imidazol-1-yl)prop-1-en-1-yl]-2-(4-fluorophenethyl)benzoate), C(C)(C)(C)OC([C@@H](N)CCSC)=O (L-methionine-tert-butyl ester), ON1N=NC2=C1N=CC=C2 (1-hydroxy-7-azabenzotriazole). Solvent: CN(C)C=O (DMF). Yields the product N1(C=NC=C1)C/C=C/C=1C=CC(=C(C(=O)N[C@H](C(=O)OC(C)(C)C)CCSC)C1)CCC1=CC=C(C=C1)F (tert-Butyl (2S)-2-{5-[(E)-3-(Imidazol-1-yl)prop-1-en-1-yl]-2-(4-fluorophenethyl)benzamido}-4-methylsulfanylbutyrate). The yield is 50.0%. Reaction SMILES: [N:1]1([CH2:6]/[CH:7]=[CH:8]/[C:9]2[CH:10]=[CH:11][C:12]([CH2:29][CH2:30][C:31]3[CH:36]=[CH:35][C:34]([F:37])=[CH:33][CH:32]=3)=[C:13]([CH:28]=2)[C:14](OC2C(F)=C(F)C(F)=C(F)C=2F)=[O:15])[CH:5]=[CH:4][N:3]=[CH:2]1.[C:38]([O:42][C:43](=[O:50])[C@H:44]([CH2:46][CH2:47][S:48][CH3:49])[NH2:45])([CH3:41])([CH3:40])[CH3:39].ON1C2N=CC=CC=2N=N1>CN(C=O)C>[N:1]1([CH2:6]/[CH:7]=[CH:8]/[C:9]2[CH:10]=[CH:11][C:12]([CH2:29][CH2:30][C:31]3[CH:36]=[CH:35][C:34]([F:37])=[CH:33][CH:32]=3)=[C:13]([CH:28]=2)[C:14]([NH:45][C@@H:44]([CH2:46][CH2:47][S:48][CH3:49])[C:43]([O:42][C:38]([CH3:41])([CH3:40])[CH3:39])=[O:50])=[O:15])[CH:5]=[CH:4][N:3]=[CH:2]1. Procedure: A solution of pentafluorophenyl 5-[(E)-3-(imidazol-1-yl)prop-1-en-1-yl]-2-(4-fluorophenethyl)benzoate (0.36 g, 0.7 mmol), L-methionine-tert-butyl ester(0.173 g, 0.84 mmol) and 1-hydroxy-7-azabenzotriazole (0.1 g, 0.73 mmol) in DMF (2 ml) was stirred at ambient temperature overnight. After evaporation of the solvent, the residue was taken up in ethyl acetate, washed with 5% sodium hydrogen carbonate solution and saturated brine and evaporated to dryness. The residue was then purified by flash chr... Reactants: OCC1CN(Cc2ccccc2)CC1c1ccccc1, CCO, CO, O=C[O-], N, [NH4+], [OH-], [OH-], [Pd+2]. The product is OCC1CNCC1c1ccccc1. As a reaction SMILES: [CH2:1]([c:2]1[cH:3][cH:4][cH:5][cH:6][cH:7]1)[N:8]1[CH2:9][CH:10]([CH2:19][OH:20])[CH:11]([c:13]2[cH:14][cH:15][cH:16][cH:17][cH:18]2)[CH2:12]1.[CH3:26][CH2:27][OH:28].[CH3:29][OH:30].[CH:21]([O-:22])=[O:23].[NH3:25].[NH4+:24].[OH-:31].[OH-:33].[Pd+2:32]>>[NH:8]1[CH2:9][CH:10]([CH2:19][OH:20])[CH:11]([c:13]2[cH:14][cH:15][cH:16][cH:17][cH:18]2)[CH2:12]1. The reactants are NC1=C(C=2CCCCC2C=C1\C=C\C(=O)OC(C)(C)C)C(=O)OC (methyl 2-amino-3-[(1E)-3-tert-butoxy-3-oxo-1-propenyl]-5,6,7,8-tetrahydro-1-naphthalenecarboxylate), C1(=CC=CC=C1)S(=O)(=O)Cl (benzenesulfonyl chloride). Run in N1=CC=CC=C1 (pyridine). Run at time 16 hour. Yields the product C(C)(C)(C)OC(/C=C/C=1C(=C(C=2CCCCC2C1)C(=O)OC)NS(=O)(=O)C1=CC=CC=C1)=O (methyl 3-[(1E)-3-tert-butoxy-3-oxo-1-propenyl]-2-[(phenylsulfonyl)amino]-5,6,7,8-tetrahydro-1-naphthalenecarboxylate). Isolated yield 70.7%. RXN SMILES: [NH2:1][C:2]1[C:11](/[CH:12]=[CH:13]/[C:14]([O:16][C:17]([CH3:20])([CH3:19])[CH3:18])=[O:15])=[CH:10][C:9]2[CH2:8][CH2:7][CH2:6][CH2:5][C:4]=2[C:3]=1[C:21]([O:23][CH3:24])=[O:22].[C:25]1([S:31](Cl)(=[O:33])=[O:32])[CH:30]=[CH:29][CH:28]=[CH:27][CH:26]=1>N1C=CC=CC=1>[C:17]([O:16][C:14](=[O:15])/[CH:13]=[CH:12]/[C:11]1[C:2]([NH:1][S:31]([C:25]2[CH:30]=[CH:29][CH:28]=[CH:27][CH:26]=2)(=[O:33])=[O:32])=[C:3]([C:21]([O:23][CH3:24])=[O:22])[C:4]2[CH2:5][CH2:6][CH2:7][CH2:8][C:9]=2[CH:10]=1)([CH3:20])([CH3:19])[CH3:18]. Procedure: A solution of Example 476B (0.12 g, 0.36 mmol) in pyridine (1 mL) was treated with benzenesulfonyl chloride (0.071 g, 0.40 mmol), and stirred for 16 hours at ambient temperature. The mixture was concentrated, diluted with 1M NaHSO4 and extracted with dichloromethane. The extract was dried (MgSO4), filtered, and concentrated. The concentrate was purified by flash chromatography eluting with 30% ethyl acetate/hexanes gave the desired product (0.12 g). MS (DCI) m/e 472 (M+H)+. Starting materials: C(CCC)(=O)C=1C=NC2=C(C=CC=C2C1Cl)OC (3-Butyryl-4-chloro-8-methoxyquinoline), NC=1SC=CC1C (2-amino-3-methylthiophene). The solvent is O1CCOCC1 (1,4 dioxan), ClCCl (dichloromethane). Yields the product C(CCC)(=O)C=1C=NC2=C(C=CC=C2C1NC=1SC=CC1C)OC (3-Butyryl-4-(3-methyl-2-thienylamino)-8-methoxyquinoline). Isolated yield 36.4%. Reaction SMILES: [C:1]([C:6]1[CH:7]=[N:8][C:9]2[C:14]([C:15]=1Cl)=[CH:13][CH:12]=[CH:11][C:10]=2[O:17][CH3:18])(=[O:5])[CH2:2][CH2:3][CH3:4].[NH2:19][C:20]1[S:21][CH:22]=[CH:23][C:24]=1[CH3:25]>O1CCOCC1.ClCCl>[C:1]([C:6]1[CH:7]=[N:8][C:9]2[C:14]([C:15]=1[NH:19][C:20]1[S:21][CH:22]=[CH:23][C:24]=1[CH3:25])=[CH:13][CH:12]=[CH:11][C:10]=2[O:17][CH3:18])(=[O:5])[CH2:2][CH2:3][CH3:4]. Procedure details: 3-Butyryl-4-chloro-8-methoxyquinoline (3.6 g, 0.0137 mol) and 2-amino-3-methylthiophene (3.4 g, 0.03 mol) in 1,4 dioxan (30 ml) under a nitrogen atmosphere were stirred at room temperature for 20 hours. The solvent was evaporated under reduced pressure to give an oil. The oil was taken up in dichloromethane and extracted with 2N hydrochloric acid (3×100ml). The dichloromethane extracts were then washed with sodium carbonate solution (100 ml), dried over magnesium sulphate, filtered and evaporate... Reactants: FC1=C(C=CC(=C1)F)N1N=C(C=2C[C@H]3[C@@H](C12)C3)C(=O)O ((1aS,5aS)-2-(2,4-Difluoro-phenyl)-1a,2,5,5a-tetrahydro-1H-2,3-diaza-cyclopropa[a]pentalene-4-carboxylic Acid), NCC1(CCS(=O)C1)N(C)C (3-(aminomethyl)-3-(N,N-dimethylamino)tetramethylene sulfoxide). Product: CN(C1(CS(CC1)=O)CNC(=O)C=1C=2C[C@H]3[C@@H](C2N(N1)C1=C(C=C(C=C1)F)F)C3)C ((1aS,5aS)-2-(2,4-Difluoro-phenyl)-1a,2,5,5a-tetrahydro-1H-2,3-diaza-cyclopropa[a]pentalene-4-carboxylic Acid (3-Dimethylamino-1-oxo-tetrahydro-1λ4-thiophen-3-ylmethyl)-amide). RXN SMILES: [F:1][C:2]1[CH:7]=[C:6]([F:8])[CH:5]=[CH:4][C:3]=1[N:9]1[C:16]2[C@H:15]3[CH2:17][C@H:14]3[CH2:13][C:12]=2[C:11]([C:18](O)=[O:19])=[N:10]1.[NH2:21][CH2:22][C:23]1([N:29]([CH3:31])[CH3:30])[CH2:28][S:26](=[O:27])[CH2:25][CH2:24]1>>[CH3:30][N:29]([CH3:31])[C:23]1([CH2:22][NH:21][C:18]([C:11]2[C:12]3[CH2:13][C@@H:14]4[CH2:17][C@@H:15]4[C:16]=3[N:9]([C:3]3[CH:4]=[CH:5][C:6]([F:8])=[CH:7][C:2]=3[F:1])[N:10]=2)=[O:19])[CH2:24][CH2:25][S:26](=[O:27])[CH2:28]1. Procedure: The title compound was prepared in a manner similar to that described in Method G using Intermediate 3 (see Example 1.3) and 3-(aminomethyl)-3-(N,N-dimethylamino)tetramethylene sulfoxide LCMS m/z=435.4 [M+H]+; 1H NMR (400 MHz, CD3OD) δ ppm 0.48-0.51 (m, 1H), 1.21-1.28 (m, 1H), 2.20-2.28 (m, 1H), 2.35-2.40 (m, 1H), 2.41 (s, 3H), 2.47 (s, 3H), 2.50-2.58 (m, 1H), 2.71-2.80 (m, 1H), 2.90-3.10 (m, 3H), 3.15-3.20 (m, 1H), 3.30-3.38 (m, 2H, buried), 3.56-3.85 (m, 2H), 7.19-7.26 (m, 1H), 7.29-7.37 (m, 1...